From a dataset of the Open Reaction Database (ORD), a public repository of structured organic reaction records. describe an organic reaction: reactants, conditions, products, and yield Starting materials: O1[C@H]2[C@@H]1C[C@@H]1CC[C@H]3[C@@H]4CC=C(C(C)=O)[C@]4(CC([C@@H]3[C@]1(C2)C)=O)C (2α,3α-Epoxy-5α-pregn-16-ene-11,20-dione), Cl (hydrochloric acid). Reported procedure: 2α,3α-Epoxy-5α-pregn-16-ene-11,20-dione (600 mg.) in chloroform (25 ml.) was shaken with concentrated hydrochloric acid (25 ml.) for 2 hours. The organic layer was washed with water, dried over sodium sulphate and evaporated to an oil which was purified by preparative tlc to give 2β-chloro-3α-hydroxy-5α-pregn-16-ene-11,20-dione as the major product. Also isolated was the title compound (75 mg.) as fine white crystals, m.p. 192°-194°, [α]D + 98°. Yields the product Cl[C@@H]1[C@H](C[C@@H]2CC[C@H]3[C@@H]4CC=C(C(C)=O)[C@]4(CC([C@@H]3[C@]2(C1)C)=O)C)O (2β-chloro-3α-hydroxy-5α-pregn-16-ene-11,20-dione). As a reaction SMILES: [O:1]1[C@H:3]2[CH2:4][C@H:5]3[C@:20]([CH3:22])([CH2:21][C@@H:2]12)[C@@H:19]1[C@H:8]([C@H:9]2[C@:16]([CH3:24])([CH2:17][C:18]1=[O:23])[C:12]([C:13](=[O:15])[CH3:14])=[CH:11][CH2:10]2)[CH2:7][CH2:6]3.[ClH:25]>C(Cl)(Cl)Cl>[Cl:25][C@H:2]1[CH2:21][C@@:20]2([CH3:22])[C@@H:5]([CH2:6][CH2:7][C@@H:8]3[C@@H:19]2[C:18](=[O:23])[CH2:17][C@@:16]2([CH3:24])[C@H:9]3[CH2:10][CH:11]=[C:12]2[C:13](=[O:15])[CH3:14])[CH2:4][C@@H:3]1[OH:1]. The solvent is C(Cl)(Cl)Cl (chloroform). Reactants: C(C)(C)(C)OC(NCCC=1N(C(=NC1)C)CC1=CC(=C(C=C1)C#N)OC1=CC(=CC=C1)C1(C(N(CCCC1)C)=O)CC)=O ([2-(3-{4-cyano-3-[3-(3-ethyl-1-methyl-2-oxo-azepan-3-yl)-phenoxy]-benzyl}-2-methyl-3H-imidazol-4-yl)-ethyl]-carbamic acid tert-butyl ester), C(=O)(C(F)(F)F)O (TFA), C(Cl)Cl (CH2Cl2). Reaction conditions: time 0.5 hour. The product is Cl.Cl.NCCC1=CN=C(N1CC1=CC(=C(C#N)C=C1)OC1=CC(=CC=C1)C1(C(N(CCCC1)C)=O)CC)C (4-[5-(2-amino-ethyl)-2-methyl-imidazol-1-ylmethyl]-2-[3-(3-ethyl-1-methyl-2-oxo-azepan-3-yl)-phenoxy]-benzonitrile dihydrochloride). RXN SMILES: C(OC(=O)[NH:7][CH2:8][CH2:9][C:10]1[N:11]([CH2:16][C:17]2[CH:22]=[CH:21][C:20]([C:23]#[N:24])=[C:19]([O:25][C:26]3[CH:31]=[CH:30][CH:29]=[C:28]([C:32]4([CH2:41][CH3:42])[CH2:38][CH2:37][CH2:36][CH2:35][N:34]([CH3:39])[C:33]4=[O:40])[CH:27]=3)[CH:18]=2)[C:12]([CH3:15])=[N:13][CH:14]=1)(C)(C)C.C(O)(C(F)(F)F)=O.C(Cl)[Cl:52]>>[ClH:52].[ClH:52].[NH2:7][CH2:8][CH2:9][C:10]1[N:11]([CH2:16][C:17]2[CH:22]=[CH:21][C:20]([C:23]#[N:24])=[C:19]([O:25][C:26]3[CH:31]=[CH:30][CH:29]=[C:28]([C:32]4([CH2:41][CH3:42])[CH2:38][CH2:37][CH2:36][CH2:35][N:34]([CH3:39])[C:33]4=[O:40])[CH:27]=3)[CH:18]=2)[C:12]([CH3:15])=[N:13][CH:14]=1 |f:3.4.5|. Procedure: To a solution of [2-(3-{4-cyano-3-[3-(3-ethyl-1-methyl-2-oxo-azepan-3-yl)-phenoxy]-benzyl}-2-methyl-3H-imidazol-4-yl)-ethyl]-carbamic acid tert-butyl ester (as described in Step B above) (0.2 g, 0.41 mmol) in CH2Cl2 (6.0 mL) was added TFA (3.0 mL) and the solution was stirred for 0.5 hr. The solvents were removed in vacuo and the crude product was purified by preparative HPLC. Conversion to the HCl salt yielded the title compound. Starting materials: ClC=1C(=C(C(=C2C1C(=O)OC2=O)Cl)Cl)Cl (tetrachlorophthalic anhydride), CC=1NC2=CC=CC=C2C1 (2-methylindole). Solvent: C(CCl)Cl (ethylene dichloride). The product is 2-[(2-methyl-3-indolyl)carbonyl]-4,5,6,7-tetrachlorobenzoic acid, C1(=CC=CC=C1)C=1NC2=CC=CC=C2C1C(=O)C1=C(C(=O)O)C=CC=C1 (2-[(2-phenyl-3-indolyl)carbonyl]benzoic acid). Reaction SMILES: Cl[C:2]1[C:3](Cl)=[C:4](Cl)[C:5](Cl)=[C:6]2[C:11](=[O:12])[O:10][C:8](=[O:9])[C:7]=12.[CH3:16][C:17]1[NH:18][C:19]2[C:24]([CH:25]=1)=[CH:23][CH:22]=[CH:21][CH:20]=2>C(Cl)CCl>[C:16]1([C:17]2[NH:18][C:19]3[C:24]([C:25]=2[C:8]([C:7]2[CH:2]=[CH:3][CH:4]=[CH:5][C:6]=2[C:11]([OH:10])=[O:12])=[O:9])=[CH:23][CH:22]=[CH:21][CH:20]=3)[CH:4]=[CH:3][CH:2]=[CH:7][CH:6]=1. Procedure details: Employing a procedure similar to that described in part A of Example 10 above, 7.15 g (0.025 mole) of tetrachlorophthalic anhydride and 3.65 g (0.028 mole) of 2-methylindole were interacted in 100 ml of ethylene dichloride to obtain 2-[(2-methyl-3-indolyl)carbonyl]-4,5,6,7-tetrachlorobenzoic acid (Formula VIII: R0 =R1 =R2 =R3 =Cl; R5 =CH3 ; R6 =Y1 =H), an orange solid melting at 200°-201° C. Starting materials: Cl (hydrochloric acid), C(C#C)C1=C(C(=C(CO)C(=C1F)F)F)F (4-(prop-2-yn-1-yl)-2,3,5,6-tetrafluorobenzyl alcohol), [Cl-].[Li+] (lithium chloride). The reagents and catalysts are [Cu](Cl)Cl (copper (II) chloride). Solvent: C(C)#N (acetonitrile). Yields the product Cl\C(\CC1=C(C(=C(CO)C(=C1F)F)F)F)=C\Cl (E-4-(2,3-dichloroprop-2-en-1-yl)-2,3,5,6-tetrafluorobenzyl alcohol). RXN SMILES: [CH2:1]([C:4]1[C:11]([F:12])=[C:10]([F:13])[C:7]([CH2:8][OH:9])=[C:6]([F:14])[C:5]=1[F:15])[C:2]#[CH:3].[Cl-:16].[Li+].[ClH:18]>[Cu](Cl)Cl.C(#N)C>[Cl:16]/[C:2](=[CH:3]/[Cl:18])/[CH2:1][C:4]1[C:5]([F:15])=[C:6]([F:14])[C:7]([CH2:8][OH:9])=[C:10]([F:13])[C:11]=1[F:12] |f:1.2|. Procedure details: A mixture of 4-(prop-2-yn-1-yl)-2,3,5,6-tetrafluorobenzyl alcohol (0.1 g), copper (II) chloride (1.3 g), lithium chloride (0.62 g) and dry acetonitrile (23 cm3) was heated at the reflux temperature for 40 hours. The resulting dark solution was poured into dilute hydrochloric acid, and extracted into ethyl acetate. The organic phase was washed with more dilute hydrochloric acid, dried, and the solvent evaporated under reduced pressure to give E-4-(2,3-dichloroprop-2-en-1-yl)-2,3,5,6-tetrafluorobe... Reagents/catalysts: [Cl-].[Zn+2].[Cl-] (zinc chloride). Run in C(C)OCC (diethyl ether), O (water), C(C)OCC (diethyl ether). Product: FC1=CC=C(C=C1)C(C(C(=O)OCC)CC1=CC(=CC=C1)SC(F)(F)F)O (ethyl(2RS,3RS)-3-(4-fluorophenyl)-3-hydroxy-2-{3-[(trifluoromethyl)thio]benzyl}propanoate). Procedure details: To a solution of zinc chloride (3.74 g, 27.4 mmol) in diethyl ether (100 ml) was added sodium borohydride (2.08 g, 54.8 mmol), and the mixture was stirred at room temperature for 30 min. Insoluble material was filtered off, and to the filtrate was added a solution of ethyl 3-(4-fluorophenyl)-3-oxo-2-{3-[(trifluoromethyl)thio]benzyl}propanoate (5.5 g, 13.7 mmol) in diethyl ether (50 ml) at 0° C. The mixture was stirred for 30 min. and 1N hydrochloric acid was added to the reaction solution to sto... Reaction SMILES: [BH4-].[Na+].[F:3][C:4]1[CH:9]=[CH:8][C:7]([C:10](=[O:29])[CH:11]([CH2:17][C:18]2[CH:23]=[CH:22][CH:21]=[C:20]([S:24][C:25]([F:28])([F:27])[F:26])[CH:19]=2)[C:12]([O:14][CH2:15][CH3:16])=[O:13])=[CH:6][CH:5]=1.Cl.C(=O)([O-])O.[Na+]>C(OCC)C.[Cl-].[Zn+2].[Cl-].O>[F:3][C:4]1[CH:5]=[CH:6][C:7]([CH:10]([OH:29])[CH:11]([CH2:17][C:18]2[CH:23]=[CH:22][CH:21]=[C:20]([S:24][C:25]([F:26])([F:27])[F:28])[CH:19]=2)[C:12]([O:14][CH2:15][CH3:16])=[O:13])=[CH:8][CH:9]=1 |f:0.1,4.5,7.8.9|. Reaction conditions: time 30 minute. Reactants: FC1=CC=C(C=C1)C(C(C(=O)OCC)CC1=CC(=CC=C1)SC(F)(F)F)=O (ethyl 3-(4-fluorophenyl)-3-oxo-2-{3-[(trifluoromethyl)thio]benzyl}propanoate), C(O)([O-])=O.[Na+] (sodium hydrogen carbonate), Cl (hydrochloric acid), [BH4-].[Na+] (sodium borohydride). Starting materials: C1COS(=O)(=O)C1 (1,3-propane sultone), CC1=NC=CN=C1 (2-methylpyrazine). Run in CCOCC.C(C)(=O)OCC (ether ethyl acetate). Product: S(=O)(=O)=CCCN1CC(=NC=C1)C (1-(3-Sulfonylpropyl)-3-methylpyrazine). RXN SMILES: [CH2:1]1[CH2:7][S:4](=[O:6])(=O)[O:3][CH2:2]1.[CH3:8][C:9]1[CH:14]=[N:13][CH:12]=[CH:11][N:10]=1>CCOCC.C(OCC)(=O)C>[S:4](=[CH:7][CH2:1][CH2:2][N:13]1[CH:12]=[CH:11][N:10]=[C:9]([CH3:8])[CH2:14]1)(=[O:6])=[O:3] |f:2.3|. Procedure: 16.0 g of 1,3-propane sultone was dissolved in 200 ml of 1:1 ether/ethyl acetate and 15.1 g of 2-methylpyrazine added. It was then stored and the solvent allowed to evaporate.